This data is from the Open Reaction Database (ORD), a public repository of structured organic reaction records. The task is: describe an organic reaction: reactants, conditions, products, and yield Starting materials: O (water), [I-].C(C(C)C)[P+](C1=CC=CC=C1)(C1=CC=CC=C1)C1=CC=CC=C1 (isobutyltriphenylphosphonium iodide), O1CCCC1 (tetrahydrofuran), O1CCCC1 (tetrahydrofuran), C(C1=CC=CC=C1)OCC(C/C=C/C(CC=O)C)C (rac. E-8-benzyloxy-3,7-dimethyl-4-octenal), oil. Solvent: CCCCCC (hexane). Run at temperature 0 celsius, time 10 minute. Product: CC(COCC1=CC=CC=C1)CC=CC(CC=CC(C)C)C (rac. benzyl 2,6,10-trimethyl-undeca-4,8-dien-1-yl ether). RXN SMILES: [I-].[CH2:2]([P+](C1C=CC=CC=1)(C1C=CC=CC=1)C1C=CC=CC=1)[CH:3]([CH3:5])[CH3:4].O1CCCC1.[CH2:30]([O:37][CH2:38][CH:39]([CH3:48])[CH2:40]/[CH:41]=[CH:42]/[CH:43]([CH3:47])[CH2:44][CH:45]=O)[C:31]1[CH:36]=[CH:35][CH:34]=[CH:33][CH:32]=1.O>CCCCCC>[CH3:48][CH:39]([CH2:40][CH:41]=[CH:42][CH:43]([CH3:47])[CH2:44][CH:45]=[CH:2][CH:3]([CH3:5])[CH3:4])[CH2:38][O:37][CH2:30][C:31]1[CH:36]=[CH:35][CH:34]=[CH:33][CH:32]=1 |f:0.1|. Procedure details: A suspension of 1.52 g. (3.42 mmoles) of isobutyltriphenylphosphonium iodide in 30 ml. of anhydrous tetrahydrofuran was stirred and cooled to 0° C. while 1.55 ml. (3.42 mmoles) of n-butylithium solution in hexane was added. The resulting red solution was stirred for 10 minutes at room temperature then treated with a solution of rac. E-8-benzyloxy-3,7-dimethyl-4-octenal (0.594 g.; 2.28 mmoles) in 10 ml. of anydrous tetrahydrofuran. After stirring at room temperature for 30 minutes, the reaction m... Starting materials: CC(C)OC(=O)/N=N/C(=O)OC(C)C (DIAD), FC(C1=NN=C2N1N=C(C=C2)N2CCN(CC2)C2=CC=C(C=C2)O)(F)F (4-[4-[3-(trifluoromethyl)[1,2,4]triazolo[4,3-b]pyridazin-6-yl]piperazin-1-yl]phenol), FC(C1=NN=C2N1N=C(C=C2)N2CCC(CC2)C2=CC=C(C=C2)O)(F)F (4-[1-[3-(trifluoromethyl)[1,2,4]triazolo[4,3-b]pyridazin-6-yl]piperidin-4-yl]phenol), C1(=CC=CC=C1)P(C1=CC=CC=C1)C1=CC=CC=C1 (triphenylphosphine). Run in C1CCOC1 (THF). Reaction conditions: time 3 day. Yields the product CN1N=CC=C1CCOC1=CC=C(C=C1)N1CCN(CC1)C=1C=CC=2N(N1)C(=NN2)C(F)(F)F (6-[4-[4-[2-(1-methyl-1H-pyrazol-5-yl)ethoxy]phenyl]piperazin-1-yl]-3-(trifluoromethyl)[1,2,4]triazolo[4,3-b]pyridazine). Yield: 69.2%. As a reaction SMILES: [CH3:1]C(OC(/N=N/C(OC(C)C)=O)=O)C.[F:15][C:16]([F:40])([F:39])[C:17]1[N:21]2[N:22]=[C:23]([N:26]3[CH2:31][CH2:30][N:29]([C:32]4[CH:37]=[CH:36][C:35]([OH:38])=[CH:34][CH:33]=4)[CH2:28][CH2:27]3)[CH:24]=[CH:25][C:20]2=[N:19][N:18]=1.FC(F)(F)[C:43]1[N:47]2[N:48]=[C:49](N3CCC(C4C=CC(O)=CC=4)CC3)[CH:50]=[CH:51][C:46]2=NN=1.C1(P(C2C=CC=CC=2)C2C=CC=CC=2)C=CC=CC=1>C1COCC1>[CH3:43][N:47]1[C:51]([CH2:46][CH2:1][O:38][C:35]2[CH:36]=[CH:37][C:32]([N:29]3[CH2:28][CH2:27][N:26]([C:23]4[CH:24]=[CH:25][C:20]5[N:21]([C:17]([C:16]([F:15])([F:39])[F:40])=[N:18][N:19]=5)[N:22]=4)[CH2:31][CH2:30]3)=[CH:33][CH:34]=2)=[CH:50][CH:49]=[N:48]1. Procedure: DIAD (20.73 mL, 105.27 mmol) was added dropwise to 4-[4-[3-(trifluoromethyl)[1,2,4]triazolo[4,3-b]pyridazin-6-yl]piperazin-1-yl]phenol (32.0 g, 87.72 mmol), 2-(1-methyl-1H-pyrazol-5-yl)ethanol (prepared as described in Example 513, preparation of starting materials) (16.6 g, 131.58 mmol) and triphenylphosphine (34.5 g, 131.58 mmol) in THF (320 mL) at 0° C. under nitrogen. The resulting solution was stirred at ambient temperature for 3 days. The reaction mixture was evaporated to dryness and re-d...